This data is from the Open Reaction Database (ORD), a public repository of structured organic reaction records. The task is: describe an organic reaction: reactants, conditions, products, and yield Reactants: ClC1=NC=C(C(=N1)NC1=C(C(=O)NC)C=C(C=C1)OC)Cl (2-(2,5-Dichloro-pyrimidin-4-ylamino)-5-methoxy-N-methyl-benzamide), NC1=CC2=C(NC(CCC2(C)C)=O)C=C1 (7-amino-5,5-dimethyl-1,3,4,5-tetrahydro-benzo[b]azepin-2-one). Yields the product ClC=1C(=NC(=NC1)NC1=CC2=C(NC(CCC2(C)C)=O)C=C1)NC1=C(C(=O)NC)C=C(C=C1)OC (2-[5-Chloro-2-(5,5-dimethyl-2-oxo-2,3,4,5-tetrahydro-1H-benzo[b]azepin-7-ylamino)-pyrimidin-4-ylamino]-5-methoxy-N-methyl-benzamide). As a reaction SMILES: Cl[C:2]1[N:7]=[C:6]([NH:8][C:9]2[CH:18]=[CH:17][C:16]([O:19][CH3:20])=[CH:15][C:10]=2[C:11]([NH:13][CH3:14])=[O:12])[C:5]([Cl:21])=[CH:4][N:3]=1.[NH2:22][C:23]1[CH:36]=[CH:35][C:26]2[NH:27][C:28](=[O:34])[CH2:29][CH2:30][C:31]([CH3:33])([CH3:32])[C:25]=2[CH:24]=1>>[Cl:21][C:5]1[C:6]([NH:8][C:9]2[CH:18]=[CH:17][C:16]([O:19][CH3:20])=[CH:15][C:10]=2[C:11]([NH:13][CH3:14])=[O:12])=[N:7][C:2]([NH:22][C:23]2[CH:36]=[CH:35][C:26]3[NH:27][C:28](=[O:34])[CH2:29][CH2:30][C:31]([CH3:33])([CH3:32])[C:25]=3[CH:24]=2)=[N:3][CH:4]=1. Procedure details: 2-(2,5-Dichloro-pyrimidin-4-ylamino)-5-methoxy-N-methyl-benzamide of Example 607 was reacted with 7-amino-5,5-dimethyl-1,3,4,5-tetrahydro-benzo[b]azepin-2-one, in a similar manner as Example 601b, to yield desired product 2-[5-Chloro-2-(5,5-dimethyl-2-oxo-2,3,4,5-tetrahydro-1H-benzo[b]azepin-7-ylamino)-pyrimidin-4-ylamino]-5-methoxy-N-methyl-benzamide as a lyophylate (22%); 1H NMR (400 MHz, DMSO-d6) δ 11.27 (s, 1H), 9.39 (s, 1H), 8.77 (bs, 1H), 8.55 (bs, 1H) 8.17 (s, 1H), 7.63 (d, J=8.17 Hz, 1H)...